Dataset: the Open Reaction Database (ORD), a public repository of structured organic reaction records. Task: describe an organic reaction: reactants, conditions, products, and yield Reactants: BrC1=CC2=C(N(C=N2)CC2=CC3=C(N=C(S3)N[C@H]3[C@@H](CCCC3)O)C=C2)C(=C1)F ((1R,2R)-2-((6-((5-bromo-7-fluoro-1H-benzo[d]imidazol-1-yl)methyl)benzo[d]thiazol-2-yl)amino)cyclohexanol), O1CCC(=CC1)B1OC(C)(C)C(C)(C)O1 (3,6-dihydro-2H-pyran-4-boronic acid pinacol ester), C([O-])([O-])=O.[Na+].[Na+] (sodium carbonate), O1CCOCC1 (1,4-dioxane). Reagents/catalysts: C1=CC=C(C=C1)P([C-]2C=CC=C2)C3=CC=CC=C3.C1=CC=C(C=C1)P([C-]2C=CC=C2)C3=CC=CC=C3.Cl[Pd]Cl.[Fe+2] ([1,1′-Bis(diphenylphosphino)ferrocene]dichloropalladium). Run in O (water). Reaction conditions: temperature 100 celsius. Product: O1CCC(=CC1)C1=CC2=C(N(C=N2)CC2=CC3=C(N=C(S3)N[C@H]3[C@@H](CCCC3)O)C=C2)C(=C1)F ((1R,2R)-2-((6-((5-(3,6-dihydro-2H-pyran-4-yl)-7-fluoro-1H-benzo[d]imidazol-1-yl)methyl)benzo[d]thiazol-2-yl)amino)cyclohexanol). Isolated yield 36.4%. RXN SMILES: Br[C:2]1[CH:28]=[C:27]([F:29])[C:5]2[N:6]([CH2:9][C:10]3[CH:26]=[CH:25][C:13]4[N:14]=[C:15]([NH:17][C@@H:18]5[CH2:23][CH2:22][CH2:21][CH2:20][C@H:19]5[OH:24])[S:16][C:12]=4[CH:11]=3)[CH:7]=[N:8][C:4]=2[CH:3]=1.[O:30]1[CH2:35][CH:34]=[C:33](B2OC(C)(C)C(C)(C)O2)[CH2:32][CH2:31]1.C(=O)([O-])[O-].[Na+].[Na+].O1CCOCC1>C1C=CC(P(C2C=CC=CC=2)[C-]2C=CC=C2)=CC=1.C1C=CC(P(C2C=CC=CC=2)[C-]2C=CC=C2)=CC=1.Cl[Pd]Cl.[Fe+2].O>[O:30]1[CH2:31][CH:32]=[C:33]([C:2]2[CH:28]=[C:27]([F:29])[C:5]3[N:6]([CH2:9][C:10]4[CH:26]=[CH:25][C:13]5[N:14]=[C:15]([NH:17][C@@H:18]6[CH2:23][CH2:22][CH2:21][CH2:20][C@H:19]6[OH:24])[S:16][C:12]=5[CH:11]=4)[CH:7]=[N:8][C:4]=3[CH:3]=2)[CH2:34][CH2:35]1 |f:2.3.4,6.7.8.9|. Reported procedure: A stirred mixture of (1R,2R)-2-((6-((5-bromo-7-fluoro-1H-benzo[d]imidazol-1-yl)methyl)benzo[d]thiazol-2-yl)amino)cyclohexanol (150 mg, 0.316 mmol) from Example 203, 3,6-dihydro-2H-pyran-4-boronic acid pinacol ester (133 mg, 0.632 mmol), sodium carbonate (67 mg, 0.0632 mmol), 1,4-dioxane (2 mL), and water (0.5 mL) was purged with a stream of argon. To the mixture was added dichloro[1,1′-bis(diphenylphosphino)ferrocene]palladium (II) DCM adduct (35 mg, 0.0474 mmol) and the mixture was heated in a ... Reactants: C(C1=CC=CC=C1)C1=C(N(C=2C=NN(C(C21)=O)COCC[Si](C)(C)C)COCC2=CC=CC=C2)C2=CC(=C(C=C2)OC(F)F)OC2CC2 (3-benzyl-1-benzyloxymethyl-2-(3-cyclopropoxy-4-difluoromethoxyphenyl)-5-(2-trimethylsilylethoxymethyl)-1,5-dihydropyrrolo[2,3-d]pyridazin-4-one), Cl (hydrogen chloride). The solvent is O1CCOCC1 (1,4-dioxane). Conditions: time 3 hour. The product is C(C1=CC=CC=C1)C1=C(N(C=2C=NNC(C21)=O)COCC2=CC=CC=C2)C2=CC(=C(C=C2)OC(F)F)OC2CC2 (3-Benzyl-1-benzyloxymethyl-2-(3-cyclopropoxy-4-difluoromethoxyphenyl)-1,5-dihydropyrrolo[2,3-d]pyridazin-4-one). Yield: 88.2%. Reaction SMILES: [CH2:1]([C:8]1[C:16]2[C:15](=[O:17])[N:14](COCC[Si](C)(C)C)[N:13]=[CH:12][C:11]=2[N:10]([CH2:26][O:27][CH2:28][C:29]2[CH:34]=[CH:33][CH:32]=[CH:31][CH:30]=2)[C:9]=1[C:35]1[CH:40]=[CH:39][C:38]([O:41][CH:42]([F:44])[F:43])=[C:37]([O:45][CH:46]2[CH2:48][CH2:47]2)[CH:36]=1)[C:2]1[CH:7]=[CH:6][CH:5]=[CH:4][CH:3]=1.Cl>O1CCOCC1>[CH2:1]([C:8]1[C:16]2[C:15](=[O:17])[NH:14][N:13]=[CH:12][C:11]=2[N:10]([CH2:26][O:27][CH2:28][C:29]2[CH:30]=[CH:31][CH:32]=[CH:33][CH:34]=2)[C:9]=1[C:35]1[CH:40]=[CH:39][C:38]([O:41][CH:42]([F:44])[F:43])=[C:37]([O:45][CH:46]2[CH2:48][CH2:47]2)[CH:36]=1)[C:2]1[CH:7]=[CH:6][CH:5]=[CH:4][CH:3]=1. Procedure: To 278 mg (0.413 mmol) of 3-benzyl-1-benzyloxymethyl-2-(3-cyclopropoxy-4-difluoromethoxyphenyl)-5-(2-trimethylsilylethoxymethyl)-1,5-dihydropyrrolo[2,3-d]pyridazin-4-one obtained in Example 19-(a) was added 3.3 ml of 1,4-dioxane solution containing 4N hydrogen chloride, and the mixture was stirred at room temperature for 3 hours. After completion of the reaction, the reaction mixture was concentrated under reduced pressure, to the obtained solid were added 8.6 ml of methanol and 4.3 ml of 28% aq... The product is O=Cc1cc2ccc(Oc3nc4ncccc4s3)cc2[nH]1. The reactants are ClC(Cl)Cl, O=[Mn]=O, OCc1cc2ccc(Oc3nc4ncccc4s3)cc2[nH]1. Reaction SMILES: [Cl:22][CH:23]([Cl:24])[Cl:25].[O:26]=[Mn:27]=[O:28].[s:1]1[c:2]([O:10][c:11]2[cH:12][cH:13][c:14]3[cH:15][c:16]([CH2:20][OH:21])[nH:17][c:18]3[cH:19]2)[n:3][c:4]2[n:5][cH:6][cH:7][cH:8][c:9]12>>[s:1]1[c:2]([O:10][c:11]2[cH:12][cH:13][c:14]3[cH:15][c:16]([CH:20]=[O:21])[nH:17][c:18]3[cH:19]2)[n:3][c:4]2[n:5][cH:6][cH:7][cH:8][c:9]12. Starting materials: [BH4-], CCO, CC1=C(C=O)C(C)(C)CC1=O, [Na+], O. Product: CC1=C(CO)C(C)(C)CC1=O. Reaction SMILES: [BH4-:15].[CH3:12][CH2:13][OH:14].[CH:1](=[O:2])[C:3]1=[C:4]([CH3:11])[C:5](=[O:10])[CH2:6][C:7]1([CH3:8])[CH3:9].[Na+:16].[OH2:17]>>[CH2:1]([OH:2])[C:3]1=[C:4]([CH3:11])[C:5](=[O:10])[CH2:6][C:7]1([CH3:8])[CH3:9]. The reactants are NC1=NC=2C=C(C=CC2C2=C1N=C(N2CC(C)(C)O)CCOC)O (4-Amino-1-(2-hydroxy-2-methylpropyl)-2-(2-methoxyethyl)-1H-imidazo[4,5-c]quinolin-7-ol), [Cl-].[Na+] (sodium chloride), C([O-])([O-])=O.[Cs+].[Cs+] (cesium carbonate), BrCC1=NOC(=C1)C (3-(bromomethyl)-5-methylisoxazole). Run in O (water). Conditions: time 8 hour. Product: NC1=NC=2C=C(C=CC2C2=C1N=C(N2CC(C)(O)C)CCOC)OCC2=NOC(=C2)C (1-[4-amino-2-(2-methoxyethyl)-7-(5-methylisoxazol-3-ylmethoxy)-1H-imidazo[4,5-c]quinolin-1-yl]-2-methylpropan-2-ol). Reaction SMILES: [NH2:1][C:2]1[C:11]2[N:12]=[C:13]([CH2:20][CH2:21][O:22][CH3:23])[N:14]([CH2:15][C:16]([OH:19])([CH3:18])[CH3:17])[C:10]=2[C:9]2[CH:8]=[CH:7][C:6]([OH:24])=[CH:5][C:4]=2[N:3]=1.C(=O)([O-])[O-].[Cs+].[Cs+].Br[CH2:32][C:33]1[CH:37]=[C:36]([CH3:38])[O:35][N:34]=1.[Cl-].[Na+]>O>[NH2:1][C:2]1[C:11]2[N:12]=[C:13]([CH2:20][CH2:21][O:22][CH3:23])[N:14]([CH2:15][C:16]([CH3:18])([OH:19])[CH3:17])[C:10]=2[C:9]2[CH:8]=[CH:7][C:6]([O:24][CH2:32][C:33]3[CH:37]=[C:36]([CH3:38])[O:35][N:34]=3)=[CH:5][C:4]=2[N:3]=1 |f:1.2.3,5.6|. Reported procedure: 4-Amino-1-(2-hydroxy-2-methylpropyl)-2-(2-methoxyethyl)-1H-imidazo[4,5-c]quinolin-7-ol was alkylated as described in the general procedure for Examples 7-20, using 2 equivalents of cesium carbonate and 1.1 eq of 3-(bromomethyl)-5-methylisoxazole. After stirring overnight at room temperature, the reaction mixture was poured into 200 mL of water containing 20 g of sodium chloride. The resulting precipitate was filtered, dissolved in dichloromethane, and purified by flash column chromatography on s... Reactants: C(C(C)C)N([C@@H](CCCCNC(CI)=O)C(=O)O)S(=O)(=O)C1=CC=C(C=C1)C (Nα-isobutyl-Nα-(4-methylbenzenesulfonyl)-Nε-iodoacetyl-L-lysine), C(C1=CC=CC=C1)N (benzylamine), CCN(CC)CCO (DEEA). Product: CC1=CC=C(C=C1)S(=O)(=O)N(CC(C)C)[C@@H](CCCCNC(=O)CNCC2=CC=CC=C2)C(=O)O (Nα-isobutyl-Nα-(4-methylbenzenesulfonyl)-Nε-(N′α-benzylglycyl)-L-lysine), solid. Isolated yield 71.0%. Reaction SMILES: [CH2:1]([N:5]([S:19]([C:22]1[CH:27]=[CH:26][C:25]([CH3:28])=[CH:24][CH:23]=1)(=[O:21])=[O:20])[C@H:6]([C:16]([OH:18])=[O:17])[CH2:7][CH2:8][CH2:9][CH2:10][NH:11][C:12](=[O:15])[CH2:13]I)[CH:2]([CH3:4])[CH3:3].CCN(CCO)CC.[CH2:37]([NH2:44])[C:38]1[CH:43]=[CH:42][CH:41]=[CH:40][CH:39]=1>>[CH3:28][C:25]1[CH:26]=[CH:27][C:22]([S:19]([N:5]([C@H:6]([C:16]([OH:18])=[O:17])[CH2:7][CH2:8][CH2:9][CH2:10][NH:11][C:12]([CH2:13][NH:44][CH2:37][C:38]2[CH:43]=[CH:42][CH:41]=[CH:40][CH:39]=2)=[O:15])[CH2:1][CH:2]([CH3:4])[CH3:3])(=[O:21])=[O:20])=[CH:23][CH:24]=1. Reported procedure: The title compound was prepared from Nα-isobutyl-Nα-(4-methylbenzenesulfonyl)-Nε-iodoacetyl-L-lysine (200 mg, 0.38 mmol, example 105, step B) by following the indications of general procedure H using DEEA (0.20 mL, 1.10 mmol) and benzylamine (320 mg, 2.99 mmol). The crude material was purified by preparative HPLC. The product was isolated as a solid (137 mg, 71% yield).